Dataset: the Open Reaction Database (ORD), a public repository of structured organic reaction records. Task: describe an organic reaction: reactants, conditions, products, and yield Reactants: FC(C(C(=O)O)=C)(F)F (α-trifluoromethylacrylic acid), C1(=CC=CC=C1)NC(=O)N (phenylurea), C(C)(=O)OC(C)=O (acetic anhydride). Conditions: temperature 100 celsius, time 1 hour. Product: C1(=CC=CC=C1)N1C(NCC(C1=O)C(F)(F)F)=O (3-phenyl-5-trifluoromethyldihydrouracil). The yield is 46.2%. Reaction SMILES: [F:1][C:2]([F:9])([F:8])[C:3](=[CH2:7])[C:4](O)=[O:5].[C:10]1([NH:16][C:17]([NH2:19])=[O:18])[CH:15]=[CH:14][CH:13]=[CH:12][CH:11]=1.C(OC(=O)C)(=O)C>>[C:10]1([N:16]2[C:4](=[O:5])[CH:3]([C:2]([F:9])([F:8])[F:1])[CH2:7][NH:19][C:17]2=[O:18])[CH:15]=[CH:14][CH:13]=[CH:12][CH:11]=1. Procedure: A mixture of α-trifluoromethylacrylic acid (350 mg; 2.5 mmoles), phenylurea (353 mg; 2.6 mmoles) and acetic anhydride (2 ml) was heated at 100° C. with stirring for 1 hour. After cooling, the precipitated solid was collected by filtration to give 298 mg (yield: 46%) of 3-phenyl-5-trifluoromethyldihydrouracil. The solvent was evaporated from the filtrate, and the residue was recrystallized from chloroform/hexane to give additional 133 mg (yield: 21%) of the above product. The total yield was 67%.... Reactants: O1CCOCC1 (1,4-dioxane), ClC1=NC2=CC=C(C=C2C(=C1C1=CC=CC=C1)Cl)C(O)C1=CC(=NO1)C ((2,4-dichloro-3-phenylquinolin-6-yl)(3-methylisoxazol-5-yl)methanol), Intermediate 3. Reagents/catalysts: [O-2].[O-2].[Mn+4] (manganese (IV) dioxide). Run in C(Cl)Cl (DCM). Reaction conditions: temperature 100 celsius. Yields the product ClC1=NC2=CC=C(C=C2C(=C1C1=CC=CC=C1)Cl)C(=O)C1=CC(=NO1)C ((2,4-Dichloro-3-phenylquinolin-6-yl)(3-methylisoxazol-5-yl)methanone). Reaction SMILES: O1CCOCC1.[Cl:7][C:8]1[C:17]([C:18]2[CH:23]=[CH:22][CH:21]=[CH:20][CH:19]=2)=[C:16]([Cl:24])[C:15]2[C:10](=[CH:11][CH:12]=[C:13]([CH:25]([C:27]3[O:31][N:30]=[C:29]([CH3:32])[CH:28]=3)[OH:26])[CH:14]=2)[N:9]=1>C(Cl)Cl.[O-2].[O-2].[Mn+4]>[Cl:7][C:8]1[C:17]([C:18]2[CH:23]=[CH:22][CH:21]=[CH:20][CH:19]=2)=[C:16]([Cl:24])[C:15]2[C:10](=[CH:11][CH:12]=[C:13]([C:25]([C:27]3[O:31][N:30]=[C:29]([CH3:32])[CH:28]=3)=[O:26])[CH:14]=2)[N:9]=1 |f:3.4.5|. Procedure details: 1,4-dioxane (7.5 mL) and manganese (IV) dioxide (447 mg, 5.14 mmol) were added to crude (2,4-dichloro-3-phenylquinolin-6-yl)(3-methylisoxazol-5-yl)methanol (Intermediate 3: step a, 1.03 mmol assuming theoretical yield in prior step). The resulting black suspension was heated in a 100° C. oil bath in a sealed tube for 3 hours then cooled to room temperature. The mixture was then diluted with DCM, and filtered through Celite®. The filtrate was concentrated and the residue was purified by flash col... The reactants are ClC1=NC=C(C(=N1)Cl)F (2,4-dichloro-5-fluoropyrimidine), COC(=O)C=1C=C(N)C=C(C1)C(F)(F)F (3-methoxycarbonyl-5-trifluoromethylaniline). Yields the product ClC1=NC=C(C(=N1)NC1=CC(=CC(=C1)C(F)(F)F)C(=O)OC)F (2-chloro-5-fluoro-N4-(3-methoxycarbonyl-5-trifluoromethylphenyl)-4-pyrimidineamine). As a reaction SMILES: [Cl:1][C:2]1[N:7]=[C:6](Cl)[C:5]([F:9])=[CH:4][N:3]=1.[CH3:10][O:11][C:12]([C:14]1[CH:15]=[C:16]([CH:18]=[C:19]([C:21]([F:24])([F:23])[F:22])[CH:20]=1)[NH2:17])=[O:13]>>[Cl:1][C:2]1[N:7]=[C:6]([NH:17][C:16]2[CH:18]=[C:19]([C:21]([F:22])([F:23])[F:24])[CH:20]=[C:14]([C:12]([O:11][CH3:10])=[O:13])[CH:15]=2)[C:5]([F:9])=[CH:4][N:3]=1. Reported procedure: In like manner to the preparation of 2-chloro-5-fluoro-N4-[3-(1H-tetrazol-5-yl)phenyl]-4-pyrimidineamine the reaction of 2,4-dichloro-5-fluoropyrimidine with 3-methoxycarbonyl-5-trifluoromethylaniline gave 2-chloro-5-fluoro-N4-(3-methoxycarbonyl-5-trifluoromethylphenyl)-4-pyrimidineamine. 1H NMR (CD3OD): δ 8.60 (s, 1H), 8.43 (s, 1H), 8.20 (d, 1H, J=3 Hz), 7.99 (s, 1H), 3.96 (s, 3H); 19F NMR (CD3OD): −18332, −18374; and −44259; LCMS: purity: 91%; MS (m/e): 350 (MH+). Reactants: C1COCCO1, Cl, O=C(CCCc1cn(S(=O)(=O)c2cccc([N+](=O)[O-])c2)c2ccccc12)OCc1ccccc1. Yields the product O=C(O)CCCc1cn(S(=O)(=O)c2cccc([N+](=O)[O-])c2)c2ccccc12. Reaction SMILES: [CH2:36]1[O:37][CH2:38][CH2:39][O:40][CH2:41]1.[ClH:35].[N+:1](=[O:2])([O-:3])[c:4]1[cH:5][c:6]([S:10](=[O:11])(=[O:12])[n:13]2[cH:14][c:15]([CH2:22][CH2:23][CH2:24][C:25](=[O:26])[O:27][CH2:28][c:29]3[cH:30][cH:31][cH:32][cH:33][cH:34]3)[c:16]3[cH:17][cH:18][cH:19][cH:20][c:21]23)[cH:7][cH:8][cH:9]1>>[N+:1](=[O:2])([O-:3])[c:4]1[cH:5][c:6]([S:10](=[O:11])(=[O:12])[n:13]2[cH:14][c:15]([CH2:22][CH2:23][CH2:24][C:25](=[O:26])[OH:27])[c:16]3[cH:17][cH:18][cH:19][cH:20][c:21]23)[cH:7][cH:8][cH:9]1. Procedure: A mixture of trans-benzyl 4-cyclopropyl-3-(diethoxyphosphorylamino)piperidine-1-carboxylate (1.84 g, 4.48 mmol) and 10% Pd/C (0.48 g, 0.45 mmol) in methanol (30 mL) was charged with 1 atmosphere hydrogen and stirred at room temperature for 1 hour. The catalyst was removed by filtration and washed with methanol (20 mL). The filtrate was concentrated in vacuo to give diethyl trans-4-cyclopropylpiperidin-3-ylphosphoramidate (1.24 g, 100%) as an oil. Starting materials: C1(CC1)[C@H]1[C@@H](CN(CC1)C(=O)OCC1=CC=CC=C1)NP(=O)(OCC)OCC (trans-benzyl 4-cyclopropyl-3-(diethoxyphosphorylamino)piperidine-1-carboxylate), [H][H] (hydrogen). Isolated yield 100.2%. Solvent: CO (methanol). Conditions: time 1 hour. Product: C1(CC1)[C@H]1[C@@H](CNCC1)NP(OCC)(OCC)=O (diethyl trans-4-cyclopropylpiperidin-3-ylphosphoramidate). RXN SMILES: [CH:1]1([C@@H:4]2[CH2:9][CH2:8][N:7](C(OCC3C=CC=CC=3)=O)[CH2:6][C@H:5]2[NH:20][P:21]([O:26][CH2:27][CH3:28])([O:23][CH2:24][CH3:25])=[O:22])[CH2:3][CH2:2]1.[H][H]>CO.[Pd]>[CH:1]1([C@@H:4]2[CH2:9][CH2:8][NH:7][CH2:6][C@H:5]2[NH:20][P:21](=[O:22])([O:23][CH2:24][CH3:25])[O:26][CH2:27][CH3:28])[CH2:2][CH2:3]1. The reagents and catalysts are [Pd] (Pd/C). The reactants are C([O-])([O-])=O.[K+].[K+] (potassium carbonate), C(C)I (ethyl iodide), N1N=CC(=C1)C(=O)OCC (ethyl 1H-pyrazole-4-carboxylate), O (water). Solvent: CN(C=O)C (N,N-dimethylformamide). Run at time 20 hour. Yields the product C(C)N1N=CC(=C1)C(=O)OCC (ethyl 1-ethyl-1H-pyrazole-4-carboxylate). Yield: 88.9%. RXN SMILES: C(=O)([O-])[O-].[K+].[K+].[CH2:7](I)[CH3:8].[NH:10]1[CH:14]=[C:13]([C:15]([O:17][CH2:18][CH3:19])=[O:16])[CH:12]=[N:11]1.O>CN(C)C=O>[CH2:7]([N:10]1[CH:14]=[C:13]([C:15]([O:17][CH2:18][CH3:19])=[O:16])[CH:12]=[N:11]1)[CH3:8] |f:0.1.2|. Reported procedure: 3.7 g (26.8 mmoles) of anhydrous potassium carbonate and 4.2 g (26.6 mmoles) of ethyl iodide were added to a solution of 1.5 g (10.7 mmoles) of ethyl 1H-pyrazole-4-carboxylate dissolved in 50 ml of N,N-dimethylformamide. The mixture was stirred at room temperature for 20 hours to give rise to a reaction. After confirmation of the completion of the reaction, the reaction mixture was poured into water, followed by extraction with ethyl acetate. The resulting organic layer was washed with water and... Reactants: C(CC)OC1=C(C(=C(C2=CC=CC=C12)OCCC)C(=O)OCC)C(=O)OCC (Diethyl 1,4-bis(propyloxy)-2,3-naphthalenedicarboxylate), [OH-].[Na+] (sodium hydroxide). The solvent is C(C)O (ethanol), O (water). Conditions: temperature 60 celsius. Product: C(CC)OC1=C(C(=C(C2=CC=CC=C12)OCCC)C(=O)O)C(=O)O (1,4-Bis(propyloxy)-2,3-naphthalenedicarboxylic acid). Yield: 90.8%. RXN SMILES: [CH2:1]([O:4][C:5]1[C:14]2[C:9](=[CH:10][CH:11]=[CH:12][CH:13]=2)[C:8]([O:15][CH2:16][CH2:17][CH3:18])=[C:7]([C:19]([O:21]CC)=[O:20])[C:6]=1[C:24]([O:26]CC)=[O:25])[CH2:2][CH3:3].[OH-].[Na+]>C(O)C.O>[CH2:1]([O:4][C:5]1[C:14]2[C:9](=[CH:10][CH:11]=[CH:12][CH:13]=2)[C:8]([O:15][CH2:16][CH2:17][CH3:18])=[C:7]([C:19]([OH:21])=[O:20])[C:6]=1[C:24]([OH:26])=[O:25])[CH2:2][CH3:3] |f:1.2|. Reported procedure: Diethyl 1,4-bis(propyloxy)-2,3-naphthalenedicarboxylate (11.45 g, 29.5 mmol) was dissolved in ethanol (70 ml) and treated with sodium hydroxide (3.54 g, 88.5 mmol) dissolved in water (15 ml). This was heated at 60° C. under argon for 4 hours. The reaction was confirmed to be complete by LC/MS and thin layer chromatography. The reaction mixture was cooled to room temperature and evaporated to a third of the volume. This was acidified to pH2 with hydrochloric acid (2N) and extracted with ethyl ace... The reactants are Cl, [Na+], [OH-], O, CC(=O)Nc1ccc(S(=O)(=O)Nc2nnc(CO)s2)cc1. Yields the product Nc1ccc(S(=O)(=O)Nc2nnc(CO)s2)cc1. As a reaction SMILES: [ClH:24].[Na+:2].[OH-:1].[OH2:25].[OH:3][CH2:4][c:5]1[n:6][n:7][c:8]([NH:10][S:11](=[O:12])(=[O:13])[c:14]2[cH:15][cH:16][c:17]([NH:20][C:21](=[O:22])[CH3:23])[cH:18][cH:19]2)[s:9]1>>[OH:3][CH2:4][c:5]1[n:6][n:7][c:8]([NH:10][S:11](=[O:12])(=[O:13])[c:14]2[cH:15][cH:16][c:17]([NH2:20])[cH:18][cH:19]2)[s:9]1. Reactants: [Br-], CCn1c2ccccc2c2cc(C=O)ccc21, CN(C)C=O, CO, C[O-], C[P+](c1ccccc1)(c1ccccc1)c1ccccc1, [Na+], O. The product is C=Cc1ccc2c(c1)c1ccccc1n2CC. RXN SMILES: [Br-:28].[CH2:1]([CH3:2])[n:3]1[c:4]2[cH:5][cH:6][cH:7][cH:8][c:9]2[c:10]2[cH:11][c:12]([CH:16]=[O:17])[cH:13][cH:14][c:15]12.[CH3:18][N:19]([CH3:20])[CH:21]=[O:22].[CH3:23][OH:24].[CH3:25][O-:26].[CH3:29][P+:30]([c:31]1[cH:32][cH:33][cH:34][cH:35][cH:36]1)([c:37]1[cH:38][cH:39][cH:40][cH:41][cH:42]1)[c:43]1[cH:44][cH:45][cH:46][cH:47][cH:48]1.[Na+:27].[OH2:49]>>[CH2:1]([CH3:2])[n:3]1[c:4]2[cH:5][cH:6][cH:7][cH:8][c:9]2[c:10]2[cH:11][c:12]([CH:16]=[CH2:18])[cH:13][cH:14][c:15]12. Starting materials: CN([SiH](C)C)[Si](C)(C)C, CCCCOC(C)=O, NC(=O)c1ccc([N+](=O)[O-])cc1, N. Product: C[Si](C)(C)NC(=O)c1ccc([N+](=O)[O-])cc1. As a reaction SMILES: [CH3:1][SiH:2]([CH3:3])[N:8]([Si:4]([CH3:5])([CH3:6])[CH3:7])[CH3:9].[CH3:23][CH2:24][CH2:25][CH2:26][O:27][C:28](=[O:29])[CH3:30].[N+:10](=[O:11])([O-:12])[c:13]1[cH:14][cH:15][c:16]([C:17](=[O:18])[NH2:19])[cH:20][cH:21]1.[NH3:22]>>[Si:4]([CH3:5])([CH3:6])([CH3:7])[NH:19][C:17]([c:16]1[cH:15][cH:14][c:13]([N+:10](=[O:11])[O-:12])[cH:21][cH:20]1)=[O:18].